Dataset: the Open Reaction Database (ORD), a public repository of structured organic reaction records. Task: describe an organic reaction: reactants, conditions, products, and yield Starting materials: COC(=O)c1ccc(OCC2CC(OCc3ccccc3)CN2C(=O)OC(C)(C)C)c([N+](=O)[O-])c1, ClCCl, O=C(O)C(F)(F)F. Product: COC(=O)c1ccc(OCC2CC(OCc3ccccc3)CN2)c([N+](=O)[O-])c1. Reaction SMILES: [CH2:1]([c:2]1[cH:3][cH:4][cH:5][cH:6][cH:7]1)[O:8][CH:9]1[CH2:10][CH:11]([CH2:21][O:22][c:23]2[c:24]([N+:33](=[O:34])[O-:35])[cH:25][c:26]([C:27](=[O:28])[O:29][CH3:30])[cH:31][cH:32]2)[N:12]([C:14]([O:15][C:16]([CH3:17])([CH3:18])[CH3:19])=[O:20])[CH2:13]1.[Cl:43][CH2:44][Cl:45].[F:36][C:37]([F:38])([F:39])[C:40]([OH:41])=[O:42]>>[CH2:1]([c:2]1[cH:3][cH:4][cH:5][cH:6][cH:7]1)[O:8][CH:9]1[CH2:10][CH:11]([CH2:21][O:22][c:23]2[c:24]([N+:33](=[O:34])[O-:35])[cH:25][c:26]([C:27](=[O:28])[O:29][CH3:30])[cH:31][cH:32]2)[NH:12][CH2:13]1. Starting materials: CC(C)OC(=O)/N=N/C(=O)OC(C)C.C1(=CC=CC=C1)C (DIAD toluene), OC1CN(C1)C(=O)OCC1=CC=CC=C1 (Benzyl 3-hydroxyazetidine-1-carboxylate), C(C)(C)(C)OC1=CC=C(C=N1)O (6-tert-butoxypyridin-3-ol), C1(=CC=CC=C1)P(C1=CC=CC=C1)C1=CC=CC=C1 (triphenylphosphine). The solvent is C1CCOC1 (THF). Conditions: temperature 55 celsius, time 8 hour. Product: N1CC(C1)OC=1C=CC(=NC1)OC(C)(C)C (5-(azetidin-3-yloxy)-2-tert-butoxypyridine). Yield: 29.8%. Reaction SMILES: [OH:1][CH:2]1[CH2:5][N:4](C(OCC2C=CC=CC=2)=O)[CH2:3]1.[C:16]([O:20][C:21]1[N:26]=[CH:25][C:24](O)=[CH:23][CH:22]=1)([CH3:19])([CH3:18])[CH3:17].C1(P(C2C=CC=CC=2)C2C=CC=CC=2)C=CC=CC=1.CC(OC(/N=N/C(OC(C)C)=O)=O)C.C1(C)C=CC=CC=1>C1COCC1>[NH:4]1[CH2:3][CH:2]([O:1][C:24]2[CH:23]=[CH:22][C:21]([O:20][C:16]([CH3:19])([CH3:18])[CH3:17])=[N:26][CH:25]=2)[CH2:5]1 |f:3.4|. Reported procedure: Benzyl 3-hydroxyazetidine-1-carboxylate (2.3 g) and 6-tert-butoxypyridin-3-ol (1.5 g) were mixed with THF (25 ml), and triphenylphosphine (4 g) was added thereto. A 1.9 M DIAD/toluene solution (8 ml) was added dropwise thereto, followed by stirring at 55° C. overnight. The reaction mixture was concentrated under reduced pressure. The obtained residue was mixed with ethanol (25 ml), and 10% palladium carbon (800 mg) were added thereto, followed by stirring at room temperature for 5 hours under hy...